From a dataset of the Open Reaction Database (ORD), a public repository of structured organic reaction records. describe an organic reaction: reactants, conditions, products, and yield Reaction conditions: time 45 minute. Reported procedure: Chlorosulphonic acid (200 ml.), cooled to 10° C., was treated with 2-propoxybenzamide (60 g.) in aliquots with stirring during 45 minutes. When complete solution had occurred, the solution was allowed to stand at room temperature for 24 hours. The resulting yellow-brown solution was then added dropwise, with stirring, to ice (1.5 kg.), keeping the temperature at or below 0° C. The precipitated solid was filtered off, washed with ice-cold water, and sucked dry. The solid was then dissolved in dic... Reactants: C(CC)OC1=C(C(=O)N)C=CC=C1 (2-propoxybenzamide), ice, ClS(=O)(=O)O (Chlorosulphonic acid). Reaction SMILES: [CH2:1]([O:4][C:5]1[CH:13]=[CH:12][CH:11]=[CH:10][C:6]=1[C:7]([NH2:9])=[O:8])[CH2:2][CH3:3].[Cl:14][S:15](O)(=[O:17])=[O:16]>>[Cl:14][S:15]([C:11]1[CH:12]=[CH:13][C:5]([O:4][CH2:1][CH2:2][CH3:3])=[C:6]([CH:10]=1)[C:7]([NH2:9])=[O:8])(=[O:17])=[O:16]. Yields the product ClS(=O)(=O)C=1C=CC(=C(C(=O)N)C1)OCCC (5-chlorosulphonyl-2-propoxybenzamide). Run in C(C)O (ethanol). As a reaction SMILES: C([NH:9][C:10]([NH:12][C:13]1[C:18]([CH3:19])=[CH:17][CH:16]=[CH:15][C:14]=1[C:20]1[CH:25]=[CH:24][CH:23]=[CH:22][CH:21]=1)=[S:11])(=O)C1C=CC=CC=1.[OH-].[Na+]>C(O)C>[CH3:19][C:18]1[C:13]([NH:12][C:10]([NH2:9])=[S:11])=[C:14]([C:20]2[CH:25]=[CH:24][CH:23]=[CH:22][CH:21]=2)[CH:15]=[CH:16][CH:17]=1 |f:1.2|. The reactants are C(C1=CC=CC=C1)(=O)NC(=S)NC1=C(C=CC=C1C)C1=CC=CC=C1 (N-benzoyl-N'-(3-methyl-2-biphenylyl)-thiourea), [OH-].[Na+] (sodium hydroxide). Reported procedure: A mixture of N-benzoyl-N'-(3-methyl-2-biphenylyl)-thiourea (16.2 g), sodium hydroxide (2 g) and ethanol was heated under reflux for two hours to give N-(3-methyl-2-biphenylyl)thiourea as a foamy solid. Yields the product CC=1C(=C(C=CC1)C1=CC=CC=C1)NC(=S)N (N-(3-methyl-2-biphenylyl)thiourea).